From a dataset of the Open Reaction Database (ORD), a public repository of structured organic reaction records. describe an organic reaction: reactants, conditions, products, and yield Reactants: C(C1=CC(C(=O)Cl)=CC=C1)(=O)Cl (Isophthaloyl dichloride), [OH-].[Na+] (sodium hydroxide), acid chloride, OC1=CC=C(C(=O)O)C=C1 (p-hydroxybenzoic acid), O (water). Solvent: C(Cl)Cl (methylene chloride). Run at time 1 hour. The product is C(=O)(O)C1=CC=C(C=C1)OC(C1=CC(C(=O)OC2=CC=C(C=C2)C(=O)O)=CC=C1)=O (di(p-carboxyphenyl)isophthalate). The yield is 74.0%. Reaction SMILES: [OH-:1].[Na+].[OH:3][C:4]1[CH:12]=[CH:11][C:7]([C:8]([OH:10])=[O:9])=[CH:6][CH:5]=1.[OH2:13].[C:14](Cl)(=[O:24])[C:15]1[CH:23]=[CH:22][CH:21]=[C:17]([C:18](Cl)=[O:19])[CH:16]=1>C(Cl)Cl>[C:8]([C:7]1[CH:11]=[CH:12][C:4]([O:3][C:14](=[O:24])[C:15]2[CH:23]=[CH:22][CH:21]=[C:17]([C:18]([O:1][C:4]3[CH:12]=[CH:11][C:7]([C:8]([OH:9])=[O:13])=[CH:6][CH:5]=3)=[O:19])[CH:16]=2)=[CH:5][CH:6]=1)([OH:10])=[O:9] |f:0.1|. Procedure details: In a 10 liter three-necked Morton flask equipped with nitrogen inlet and outlet, thermometer, condenser and mechanical stirrer, were placed 179.6 grams (4.4 moles) of sodium hydroxide, 289.8 grams (2.1 m) of p-hydroxybenzoic acid, and 3 liters of distilled water. Isophthaloyl dichloride (203 grams, 1 m) was dissolved in 3 liters of methylene chloride. The acid chloride solution was added into the reaction flask with fast agitation. The resulting mixture was stirred at room temperature for one ho... The reactants are Cl (hydrochloric acid), CC(=O)OCC1=C(N2[C@@H]([C@@H](C2=O)N)SC1)C(=O)O (7-Aminocephalosporanic acid), SC1=NN=C(O1)C(=O)N (5-mercapto-1,3,4-oxadiazol-2-ylcarboxamide), C([O-])(O)=O.[Na+] (sodium bicarbonate). The solvent is CC(=O)C (acetone). The product is NC1[C@@H]2N(C(=C(CS2)CSC2=NN=C(O2)C(N)=O)C(=O)O)C1=O (7-Amino-3-(2-carbamoyl-1,3,4-oxadiazol-5-ylthio)methylceph-3-em-4-carboxylic acid). Reaction SMILES: CC(O[CH2:5][C:6]1[CH2:15][S:14][C@@H:9]2[C@H:10]([NH2:13])[C:11](=[O:12])[N:8]2[C:7]=1[C:16]([OH:18])=[O:17])=O.[SH:19][C:20]1[O:24][C:23]([C:25]([NH2:27])=[O:26])=[N:22][N:21]=1.C(=O)(O)[O-].[Na+].Cl>CC(C)=O>[NH2:13][CH:10]1[C:11](=[O:12])[N:8]2[C:7]([C:16]([OH:18])=[O:17])=[C:6]([CH2:5][S:19][C:20]3[O:24][C:23]([C:25](=[O:26])[NH2:27])=[N:22][N:21]=3)[CH2:15][S:14][C@H:9]12 |f:2.3|. Reported procedure: 7-Aminocephalosporanic acid (10.88 g, 40 mmole) and 5-mercapto-1,3,4-oxadiazol-2-ylcarboxamide (6.40 g, 44 mmole) in 50% aqueous acetone (500 ml) were treated with solid sodium bicarbonate to pH 7 then heated at 60° for 5 hours. The solution was acidified to pH 4.0 with 5 N hydrochloric acid, cooled in an ice bath for one hour and the precipitated solid collected, washed with water (100 ml) ethanol (200 ml) and ether (200 ml) and dried in vacuo, 5.87 g (41.1%), δ(CF3CO2H) 3.5-4.1 (2H,m, C2 methy... Starting materials: O=C1CCC(c2cc(F)c(Br)cc2F)C1, Cc1ccccc1, OCCO, Cc1ccc(S(=O)(=O)O)cc1. The product is Fc1cc(C2CCC3(C2)OCCO3)c(F)cc1Br. As a reaction SMILES: [Br:1][c:2]1[cH:3][c:4]([F:15])[c:5]([CH:9]2[CH2:10][C:11](=[O:14])[CH2:12][CH2:13]2)[cH:6][c:7]1[F:8].[CH3:31][c:32]1[cH:33][cH:34][cH:35][cH:36][cH:37]1.[OH:16][CH2:17][CH2:18][OH:19].[c:20]1([CH3:21])[cH:22][cH:23][c:24]([S:25]([OH:26])(=[O:27])=[O:28])[cH:29][cH:30]1>>[Br:1][c:2]1[cH:3][c:4]([F:15])[c:5]([CH:9]2[CH2:10][C:11]3([CH2:12][CH2:13]2)[O:14][CH2:18][CH2:17][O:16]3)[cH:6][c:7]1[F:8]. Starting materials: F[B-](F)(F)F.N#[O+] (nitrosonium tetrafluoroborate), NC1=C(C=CC2=CC=CC=C12)[N+](=O)[O-] (1-amino-2-nitronaphthalene), ClC1=C(C=CC=C1)Cl (ortho-dichlorobenzene). Solvent: ClCCl (dichloromethane). Run at time 30 minute. The product is FC1=C(C=CC2=CC=CC=C12)[N+](=O)[O-] (1-fluoro-2-nitronaphthalene). Reaction SMILES: [F:1][B-](F)(F)F.N#[O+].N[C:9]1[C:18]2[C:13](=[CH:14][CH:15]=[CH:16][CH:17]=2)[CH:12]=[CH:11][C:10]=1[N+:19]([O-:21])=[O:20].ClC1C=CC=CC=1Cl>ClCCl>[F:1][C:9]1[C:18]2[C:13](=[CH:14][CH:15]=[CH:16][CH:17]=2)[CH:12]=[CH:11][C:10]=1[N+:19]([O-:21])=[O:20] |f:0.1|. Procedure: To a well stirred slurry of nitrosonium tetrafluoroborate (Aldrich) (10 % molar excess, (cf. David J. Milner, Synthetic Communications (1992) 22 (1), 73-82.)) in dichloromethane at 0° C. is added 1-amino-2-nitronaphthalene. After 30 minutes, ortho-dichlorobenzene is added and the dichloromethane is distilled off, and the dichlorobenzene is heated at 50°-200 ° C. to decompose the diazonium tetrafluoroborate. Removal of solvent and purification of the product by chromatography or crystallization y... The reactants are C[Mg]I.C(C)OCC (methylmagnesium iodide diethyl ether), C(C)OCC (diethyl ether), BrC1=CC=CC(=N1)C(C(=O)OCC)(C)C (ethyl 2-(6-bromopyridin-2-yl)-2-methylpropionate), P(O)(O)(O)=O (phosphoric acid). Solvent: O (water). Run at time 3 hour. Yields the product BrC1=CC=CC(=N1)C(C(C)(O)C)(C)C (3-(6-bromopyridin-2-yl)-2,3-dimethylbutan-2-ol). As a reaction SMILES: C[Mg]I.C([O:6][CH2:7][CH3:8])C.[CH2:9](OCC)C.[Br:14][C:15]1[N:20]=[C:19]([C:21](C)([CH3:27])[C:22](OCC)=O)[CH:18]=[CH:17][CH:16]=1.P(=O)(O)(O)O>O>[Br:14][C:15]1[N:20]=[C:19]([C:21]([CH3:22])([CH3:27])[C:7]([CH3:8])([OH:6])[CH3:9])[CH:18]=[CH:17][CH:16]=1 |f:0.1|. Procedure details: In a nitrogen atmosphere, 13 mL of 2 M methylmagnesium iodide/diethyl ether solution was added to diethyl ether (20 mL) solution of 2.72 g of ethyl 2-(6-bromopyridin-2-yl)-2-methylpropionate with cooling in an ice bath. The reaction liquid was stirred at room temperature for 3 hours, and then water and aqueous 10% phosphoric acid solution were added thereto, extracted with diethyl ether, washed with aqueous saturated sodium hydrogencarbonate solution and saturated saline water, and then dried wi... Reaction conditions: time 3 hour. The yield is 148.5%. Reactants: ClC1=NC(=C(C(=N1)Cl)[N+](=O)[O-])Cl (2,4,6-trichloro-5-nitropyrimidine), C(C)(C)N (isopropylamine). Product: C(C)(C)NC1=NC(=C(C(=N1)NC(C)C)[N+](=O)[O-])NC(C)C (2,4,6-tri-isopropylamino-5-nitro-pyrimidine). RXN SMILES: Cl[C:2]1[N:7]=[C:6](Cl)[C:5]([N+:9]([O-:11])=[O:10])=[C:4](Cl)[N:3]=1.[CH:13]([NH2:16])([CH3:15])[CH3:14]>>[CH:13]([NH:16][C:2]1[N:7]=[C:6]([NH:16][CH:13]([CH3:15])[CH3:14])[C:5]([N+:9]([O-:11])=[O:10])=[C:4]([NH:9][CH:5]([CH3:6])[CH3:4])[N:3]=1)([CH3:15])[CH3:14]. Procedure: 1.15 g (0.005 mol) of 2,4,6-trichloro-5-nitropyrimidine are dissolved in 50 ml of alcohol and the solution is then treated with 2.9 g (0.05 mol) of isopropylamine. The mixture is stirred for 3 hours at room temperature after the temperature has first risen to 35° C, and then it is evaporated. The residue is treated with 100 ml of water and extracted twice with ether. The ethereal extract is dried over MgSO4 for 4 hours, filtered, and evaporated, to yield 1.1 g of 2,4,6-tri-isopropylamino-5-nitro... Run in alcohol. Yields the product O1C2C(C=C(C(C21)=O)NC(C=2C(O)=CC=CC2)=O)=O (5,6-epoxy-2-salicyloylamino-2-cyclohexen-1,4-dione). The reactants are O1C2C(C(=CC(C21)=O)NC(C=2C(O)=CC=CC2)=O)(OC)OC (5,6-Epoxy-4,4-dimethoxy-3-salicyloylamino-2-cyclohexenone), C(C)(=O)OCC (Ethyl acetate). Isolated yield 47.1%. Procedure details: 5,6-Epoxy-4,4-dimethoxy-3-salicyloylamino-2-cyclohexenone (1.0 g, 3.27 mmol) was dissolved in methylene chloride (25 ml), trifluoroboron diethyl ether complex (1 ml) was added thereto under ice cooling, and the mixture was stirred at the same temperature as described above for 30 minutes. Ethyl acetate (300 ml) was added to the reaction mixture and the reaction mixture was washed with water (200 ml). After drying it over Glauber's salt, the ethyl acetate layer was dried under vacuum to obtain br... Run in C(Cl)Cl (methylene chloride). RXN SMILES: [O:1]1[CH:7]2[CH:2]1[C:3](OC)([O:19]C)[C:4]([NH:9][C:10](=[O:18])[C:11]1[C:12](=[CH:14][CH:15]=[CH:16][CH:17]=1)[OH:13])=[CH:5][C:6]2=[O:8].C(OCC)(=O)C>C(Cl)Cl>[O:1]1[CH:2]2[CH:7]1[C:6](=[O:8])[CH:5]=[C:4]([NH:9][C:10](=[O:18])[C:11]1[C:12](=[CH:14][CH:15]=[CH:16][CH:17]=1)[OH:13])[C:3]2=[O:19].